The task is: describe an organic reaction: reactants, conditions, products, and yield. This data is from the Open Reaction Database (ORD), a public repository of structured organic reaction records. The reactants are CO (MeOH), C(CCC)C=1N(C(N(N1)C1=C(C=CC=C1)C(F)(F)F)=O)CC1=CC=C(C=C1)C1=C(C=CC=C1)S(N)(=O)=O (5-n-Butyl-2,4-dihydro-4-[(2'-sulfamoylbiphenyl-4-yl)methyl]-2-[2-(trifluoromethyl)phenyl]-3H-1,2,4-triazol-3-one), C1(=CC=CC=C1)C(C(=O)Cl)C1=CC=CC=C1 (diphenylacetyl chloride). Run in C(Cl)Cl (CH2Cl2). The product is C(CCC)C=1N(C(N(N1)C1=C(C=CC=C1)C(F)(F)F)=O)CC1=CC=C(C=C1)C1=C(C=CC=C1)S(NC(C(C1=CC=CC=C1)C1=CC=CC=C1)=O)(=O)=O (5-n-Butyl-2,4-dihydro-4-[[2'-[N-(diphenylacetyl)sulfamoyl]biphenyl-4-yl]methyl]-2-[2-(trifluoromethyl)phenyl]-3H-1,2,4-triazol-3-one). The yield is 73.0%. RXN SMILES: [CH2:1]([C:5]1[N:6]([CH2:21][C:22]2[CH:27]=[CH:26][C:25]([C:28]3[CH:33]=[CH:32][CH:31]=[CH:30][C:29]=3[S:34](=[O:37])(=[O:36])[NH2:35])=[CH:24][CH:23]=2)[C:7](=[O:20])[N:8]([C:10]2[CH:15]=[CH:14][CH:13]=[CH:12][C:11]=2[C:16]([F:19])([F:18])[F:17])[N:9]=1)[CH2:2][CH2:3][CH3:4].[C:38]1([CH:44]([C:48]2[CH:53]=[CH:52][CH:51]=[CH:50][CH:49]=2)[C:45](Cl)=[O:46])[CH:43]=[CH:42][CH:41]=[CH:40][CH:39]=1.CO>C(Cl)Cl>[CH2:1]([C:5]1[N:6]([CH2:21][C:22]2[CH:27]=[CH:26][C:25]([C:28]3[CH:33]=[CH:32][CH:31]=[CH:30][C:29]=3[S:34](=[O:37])(=[O:36])[NH:35][C:45](=[O:46])[CH:44]([C:38]3[CH:43]=[CH:42][CH:41]=[CH:40][CH:39]=3)[C:48]3[CH:53]=[CH:52][CH:51]=[CH:50][CH:49]=3)=[CH:24][CH:23]=2)[C:7](=[O:20])[N:8]([C:10]2[CH:15]=[CH:14][CH:13]=[CH:12][C:11]=2[C:16]([F:19])([F:18])[F:17])[N:9]=1)[CH2:2][CH2:3][CH3:4]. Procedure details: By the procedure of Example 13, Step C, 5-n-butyl-2,4-dihydro-4-[(2'-sulfamoylbiphenyl-4-yl)methyl]-2-[2-(trifluoromethyl)phenyl]-3H-1,2,4-triazol-3-one (from Example 16, Step C) was reacted with diphenylacetyl chloride. The crude product was evaporated twice from toluene and flash chromatographed twice on silica gel (gradient elution with 0.1-1% MeOH in CH2Cl2 and then approx. 0.01-1% MeOH in CH2Cl2) to give a 73% yield of the title compound as off-white crystals, mp 144°-146° C.; homogeneous b... The reactants are [BH4-].[Na+] (sodium borohydride), O (water), FC1(C(C2=C(C(C3=C1C=CC=C3)=O)C=CC=C2)(F)F)F (10,11-dihydro-10,10,11,11-tetrafluoro-5H-dibenzo[a,d]cyclohepten-5-one). Run in C(C)(C)O (isopropyl alcohol). Reaction conditions: time 3 hour. Product: FC1(C(C2=C(C(C3=C1C=CC=C3)O)C=CC=C2)(F)F)F (10,11-Dihydro-10,10,11,11-tetrafluoro-5H-dibenzo[a,d]-cyclohepten-5-ol). RXN SMILES: [BH4-].[Na+].O.[F:4][C:5]1([F:23])[C:11]2[CH:12]=[CH:13][CH:14]=[CH:15][C:10]=2[C:9](=[O:16])[C:8]2[CH:17]=[CH:18][CH:19]=[CH:20][C:7]=2[C:6]1([F:22])[F:21]>C(O)(C)C>[F:4][C:5]1([F:23])[C:11]2[CH:12]=[CH:13][CH:14]=[CH:15][C:10]=2[CH:9]([OH:16])[C:8]2[CH:17]=[CH:18][CH:19]=[CH:20][C:7]=2[C:6]1([F:21])[F:22] |f:0.1|. Procedure: A solution of 190 mg. (0.005 mole) of sodium borohydride in 1 ml. of water is added dropwise to a stirred solution of 830 mg. (0.00296 mole) of 10,11-dihydro-10,10,11,11-tetrafluoro-5H-dibenzo[a,d]cyclohepten-5-one in 10 ml. of isopropyl alcohol. After stirring the mixture for 3 hours at room temperature and 30 minutes at reflux, the isopropyl alcohol is evaporated under reduced pressure. The residue is partitioned between benzene and water and the benzene extract is separated, washed, and dried... Reactants: BrCC(=O)C=1C=NC=CC1C (2-bromo-1-(4-methylpyridin-3-yl)ethanone), C(C1=CC=NC=C1)(=S)N (thioisonicotinamide). Yields the product CC1=C(C=NC=C1)C=1N=C(SC1)C1=CC=NC=C1 (4-methyl-3-[2-(4-pyridyl)-1,3-thiazol-4-yl]pyridine). Isolated yield 27.5%. RXN SMILES: Br[CH2:2][C:3]([C:5]1[CH:6]=[N:7][CH:8]=[CH:9][C:10]=1[CH3:11])=O.[C:12]([NH2:20])(=[S:19])[C:13]1[CH:18]=[CH:17][N:16]=[CH:15][CH:14]=1>>[CH3:11][C:10]1[CH:9]=[CH:8][N:7]=[CH:6][C:5]=1[C:3]1[N:20]=[C:12]([C:13]2[CH:18]=[CH:17][N:16]=[CH:15][CH:14]=2)[S:19][CH:2]=1. Procedure: By the reaction in the same manner as in Example 25-iii) using 2-bromo-1-(4-methylpyridin-3-yl)ethanone hydrobromate (428 mg) and thioisonicotinamide (153 mg), the title compound (77 mg) was obtained as colorless powder crystals. Reactants: C(Cl)Cl (DCM), C(C)OC(=O)C1CCN(CC1)CCC1=CNC2=CC=C(C=C12)OC=1SC2=C(N1)C=CC=C2 (1-{2-[5-(benzothiazol-2-yloxy)-1H-indol-3-yl]-ethyl}-piperidine-4-carboxylic acid ethyl ester), [OH-].[K+] (KOH), Cl (HCl). The solvent is C(C)(C)O (isopropanol), O (H2O), O (H2O). Conditions: time 16 hour. Product: S1C(=NC2=C1C=CC=C2)OC=2C=C1C(=CNC1=CC2)CCN2CCC(CC2)C(=O)O (1-{2-[5-(Benzothiazol-2-yloxy)-1H-indol-3-yl]-ethyl}-piperidine-4-carboxylic acid). Yield: 104.1%. RXN SMILES: C([O:3][C:4]([CH:6]1[CH2:11][CH2:10][N:9]([CH2:12][CH2:13][C:14]2[C:22]3[C:17](=[CH:18][CH:19]=[C:20]([O:23][C:24]4[S:25][C:26]5[CH:32]=[CH:31][CH:30]=[CH:29][C:27]=5[N:28]=4)[CH:21]=3)[NH:16][CH:15]=2)[CH2:8][CH2:7]1)=[O:5])C.[OH-].[K+].Cl.C(Cl)Cl>C(O)(C)C.O>[S:25]1[C:26]2[CH:32]=[CH:31][CH:30]=[CH:29][C:27]=2[N:28]=[C:24]1[O:23][C:20]1[CH:21]=[C:22]2[C:17](=[CH:18][CH:19]=1)[NH:16][CH:15]=[C:14]2[CH2:13][CH2:12][N:9]1[CH2:10][CH2:11][CH:6]([C:4]([OH:5])=[O:3])[CH2:7][CH2:8]1 |f:1.2|. Reported procedure: To a solution of 1-{2-[5-(benzothiazol-2-yloxy)-1H-indol-3-yl]-ethyl}-piperidine-4-carboxylic acid ethyl ester (44 mg, 0.098 mmol) in isopropanol (2.5 mL) was added H2O (1.1 mL) followed by KOH (11 mg, 0.19 mmol) in H2O (2.5 mL) and the resulting reaction mixture was stirred (rt, 16 h). The reaction mixture was acidified with 6 N HCl to pH 6 and treated with DCM (10 mL). The layers were separated and the aqueous layer was extracted with 25% isopropanol/DCM (2×10 mL). The combined organic layers ... The reactants are [OH-].[Na+] (NaOH), N[C@@H](CCC1=CC=CC=C1)C(=O)O (homophenylalanine), C1(=CC=CC=C1)S(=O)(=O)Cl (phenylsulfonyl chloride), [OH-].[Na+] (NaOH). Solvent: O (water). Conditions: time 5 minute. The product is C1(=CC=CC=C1)S(=O)(=O)N[C@@H](CCC1=CC=CC=C1)C(=O)O (phenylsulfonylhomophenylalanine). Isolated yield 70.0%. RXN SMILES: [NH2:1][C@H:2]([C:11]([OH:13])=[O:12])[CH2:3][CH2:4][C:5]1[CH:10]=[CH:9][CH:8]=[CH:7][CH:6]=1.[OH-].[Na+].[C:16]1([S:22](Cl)(=[O:24])=[O:23])[CH:21]=[CH:20][CH:19]=[CH:18][CH:17]=1>O>[C:16]1([S:22]([NH:1][C@H:2]([C:11]([OH:13])=[O:12])[CH2:3][CH2:4][C:5]2[CH:6]=[CH:7][CH:8]=[CH:9][CH:10]=2)(=[O:24])=[O:23])[CH:21]=[CH:20][CH:19]=[CH:18][CH:17]=1 |f:1.2|. Reported procedure: To a suspension of homophenylalanine (Synthetech) (7 g, 39.1 mmol) in distilled water (21.5 mL) was added a 2 M aqueous NaOH (21.5 mL). After 5 minutes, the suspension had cleared and phenylsulfonyl chloride (5.48 mL, 43 mmol) was added. After 2 hours, the reaction mixture's pH was adjusted to 12 with 2 M aqueous NaOH (5 mL), and extracted with Et2O (2×100 mL). The aqueous layer's pH was adjusted to 1 with 6 M HCl (10 mL), and the product was extracted with EtOAc (100 mL), dried over MgSO4 filte... Reactants: O=C(Cl)c1cccc(C(F)(F)F)c1, Cc1ccc(N)cc1C(=O)Nc1cnc(N)nc1. Yields the product Cc1ccc(NC(=O)c2cccc(C(F)(F)F)c2)cc1C(=O)Nc1cnc(N)nc1. Reaction SMILES: [F:19][C:20]([c:21]1[cH:22][c:23]([C:24](=[O:25])[Cl:26])[cH:27][cH:28][cH:29]1)([F:30])[F:31].[NH2:1][c:2]1[cH:3][cH:4][c:5]([CH3:18])[c:6]([C:7](=[O:8])[NH:9][c:10]2[cH:11][n:12][c:13]([NH2:16])[n:14][cH:15]2)[cH:17]1>>[NH:1]([c:2]1[cH:3][cH:4][c:5]([CH3:18])[c:6]([C:7](=[O:8])[NH:9][c:10]2[cH:11][n:12][c:13]([NH2:16])[n:14][cH:15]2)[cH:17]1)[C:24]([c:23]1[cH:22][c:21]([C:20]([F:19])([F:30])[F:31])[cH:29][cH:28][cH:27]1)=[O:25]. The reactants are C[N+]1(CCOCC1)[O-] (4-methylmorpholin-N-oxide), BrC=1C=C(C=C(C1OC)OC)C1CC(OC2=C3C(=CC=C12)N(C=C3)C)O (4-(3-bromo-4,5-dimethoxyphenyl)-2-hydroxy-7-methyl-pyrrolo[2,3-h]chroman). The reagents and catalysts are CCC[N+](CCC)(CCC)CCC.[O-][Ru](=O)(=O)=O (TPAP). Run in ClCCl (dichloromethane). Reaction conditions: time 20 minute. Yields the product BrC=1C=C(C=C(C1OC)OC)C1CC(OC2=C3C(=CC=C12)N(C=C3)C)=O (4-(3-Bromo-4,5-dimethoxyphenyl)-7-methyl-pyrrolo[2,3-h]chroman-2-one). Isolated yield 20.6%. RXN SMILES: [Br:1][C:2]1[CH:3]=[C:4]([CH:12]2[C:21]3[C:16](=[C:17]4[CH:24]=[CH:23][N:22]([CH3:25])[C:18]4=[CH:19][CH:20]=3)[O:15][CH:14]([OH:26])[CH2:13]2)[CH:5]=[C:6]([O:10][CH3:11])[C:7]=1[O:8][CH3:9].C[N+]1([O-])CCOCC1>ClCCl.CCC[N+](CCC)(CCC)CCC.[O-][Ru](=O)(=O)=O>[Br:1][C:2]1[CH:3]=[C:4]([CH:12]2[C:21]3[C:16](=[C:17]4[CH:24]=[CH:23][N:22]([CH3:25])[C:18]4=[CH:19][CH:20]=3)[O:15][C:14](=[O:26])[CH2:13]2)[CH:5]=[C:6]([O:10][CH3:11])[C:7]=1[O:8][CH3:9] |f:3.4|. Reported procedure: To a mixture of 4-(3-bromo-4,5-dimethoxyphenyl)-2-hydroxy-7-methyl-pyrrolo[2,3-h]chroman (6 mg; 0.014 mmol), molecular sieves 4A° (20 mg) and 4-methylmorpholin-N-oxide (2 mg; 0.017 mmol ) in dichloromethane (0.5 ml) at 0° C. was added TPAP (0.4 mg). The mixture was stirred at this temperature for 0.5 h and at room temperature for 20 min. It was concentrated and passed through a bond-elute (hexane:ethyl acetate=9:1 and 4:1 as eluents), yielding the title compound (1.2 mg; 20%). 1H NMR (acetone-d6... The reactants are CC#N, O=C=Nc1ccccc1C(F)(F)F, COC(=O)C=Cc1ccc(N)cc1NC(=O)NC(=O)c1cc(F)c(F)cc1Cl. Yields the product COC(=O)C=Cc1ccc(NC(=O)Nc2ccccc2C(F)(F)F)cc1NC(=O)NC(=O)c1cc(F)c(F)cc1Cl. RXN SMILES: [CH3:42][C:43]#[N:44].[F:29][C:30]([c:31]1[c:32]([N:37]=[C:38]=[O:39])[cH:33][cH:34][cH:35][cH:36]1)([F:40])[F:41].[NH2:1][c:2]1[cH:3][c:4]([NH:14][C:15](=[O:16])[NH:17][C:18]([c:19]2[c:20]([Cl:27])[cH:21][c:22]([F:26])[c:23]([F:25])[cH:24]2)=[O:28])[c:5]([CH:8]=[CH:9][C:10](=[O:11])[O:12][CH3:13])[cH:6][cH:7]1>>[NH:1]([c:2]1[cH:3][c:4]([NH:14][C:15](=[O:16])[NH:17][C:18]([c:19]2[c:20]([Cl:27])[cH:21][c:22]([F:26])[c:23]([F:25])[cH:24]2)=[O:28])[c:5]([CH:8]=[CH:9][C:10](=[O:11])[O:12][CH3:13])[cH:6][cH:7]1)[C:38]([NH:37][c:32]1[c:31]([C:30]([F:29])([F:40])[F:41])[cH:36][cH:35][cH:34][cH:33]1)=[O:39].